Task: describe an organic reaction: reactants, conditions, products, and yield. Dataset: the Open Reaction Database (ORD), a public repository of structured organic reaction records The reactants are C1=COCC1, NC(=O)c1ccc(C(=O)C=C(c2cc(Cl)cc(Cl)c2)C(F)(F)F)cc1, ClCCl, O, Cc1ccc(S(=O)(=O)O)cc1. Yields the product O=C(C=C(c1cc(Cl)cc(Cl)c1)C(F)(F)F)c1ccc(C(=O)NC2CCCO2)cc1. Reaction SMILES: [CH2:26]1[CH2:27][CH:28]=[CH:29][O:30]1.[Cl:1][c:2]1[cH:3][c:4]([C:9](=[CH:10][C:11](=[O:12])[c:13]2[cH:14][cH:15][c:16]([C:17](=[O:18])[NH2:19])[cH:20][cH:21]2)[C:22]([F:23])([F:24])[F:25])[cH:5][c:6]([Cl:8])[cH:7]1.[Cl:43][CH2:44][Cl:45].[OH2:31].[c:32]1([CH3:33])[cH:34][cH:35][c:36]([S:37]([OH:38])(=[O:39])=[O:40])[cH:41][cH:42]1>>[Cl:1][c:2]1[cH:3][c:4]([C:9](=[CH:10][C:11](=[O:12])[c:13]2[cH:14][cH:15][c:16]([C:17](=[O:18])[NH:19][CH:29]3[CH2:28][CH2:27][CH2:26][O:30]3)[cH:20][cH:21]2)[C:22]([F:23])([F:24])[F:25])[cH:5][c:6]([Cl:8])[cH:7]1. Starting materials: [Br-], CCI, CCOC(C)=O, CCCC[N+](CCCC)(CCCC)CCCC, ClCCl, O=C(C(=O)c1cccc(C#CCCO)c1)c1ccc(OC(F)F)cc1, [Na+], [OH-], O. The product is COCCC#Cc1cccc(C(=O)C(=O)c2ccc(OC(F)F)cc2)c1. Reaction SMILES: [Br-:40].[CH2:28]([I:29])[CH3:30].[CH3:31][CH2:32][O:33][C:34]([CH3:35])=[O:36].[CH3:41][CH2:42][CH2:43][CH2:44][N+:45]([CH2:46][CH2:47][CH2:48][CH3:49])([CH2:50][CH2:51][CH2:52][CH3:53])[CH2:54][CH2:55][CH2:56][CH3:57].[Cl:37][CH2:38][Cl:39].[F:1][CH:2]([O:3][c:4]1[cH:5][cH:6][c:7]([C:10]([C:11](=[O:12])[c:13]2[cH:14][c:15]([C:19]#[C:20][CH2:21][CH2:22][OH:23])[cH:16][cH:17][cH:18]2)=[O:24])[cH:8][cH:9]1)[F:25].[Na+:27].[OH-:26].[OH2:58]>>[F:1][CH:2]([O:3][c:4]1[cH:5][cH:6][c:7]([C:10]([C:11](=[O:12])[c:13]2[cH:14][c:15]([C:19]#[C:20][CH2:21][CH2:22][O:23][CH3:28])[cH:16][cH:17][cH:18]2)=[O:24])[cH:8][cH:9]1)[F:25]. Starting materials: NC=1C(=NC=CC1)Cl (3-amino-2-chloropyridine), C[Si](C)(C)[N-][Si](C)(C)C.[Na+] (NaHMDS), O(C(=O)OC(C)(C)C)C(=O)OC(C)(C)C (BOC2O), Cl (HCl). Run in C1CCOC1 (THF), C1CCOC1 (THF), C1CCOC1 (THF). Reaction conditions: time 15 minute. The product is C(C)(C)(C)OC(NC=1C(=NC=CC1)Cl)=O ((2-chloro-pyridin-3-yl)-carbamic acid tert-butyl ester). Yield: 88.2%. As a reaction SMILES: [NH2:1][C:2]1[C:3]([Cl:8])=[N:4][CH:5]=[CH:6][CH:7]=1.C[Si]([N-][Si](C)(C)C)(C)C.[Na+].[O:19](C(OC(C)(C)C)=O)[C:20]([O:22][C:23]([CH3:26])([CH3:25])[CH3:24])=O.Cl>C1COCC1>[C:23]([O:22][C:20](=[O:19])[NH:1][C:2]1[C:3]([Cl:8])=[N:4][CH:5]=[CH:6][CH:7]=1)([CH3:26])([CH3:25])[CH3:24] |f:1.2|. Procedure: To a solution of 3-amino-2-chloropyridine (5 g 38.9 mmol) in THF (35 mL) is added 2 M NaHMDS in THF (38.9 mL, 77.8 mmol). After stirring at rt for 15 min, BOC2O (7.7 g, 35.6 mmol) in THF (20 mL) is added in one portion and then stirred for 5 h at rt. 0.1% aqueous HCl is added. The mixture is extracted with EtOAc. The organic layer is dried (Na2SO4), filtered and concentrated. The residue is chromatographed through silica gel eluting with 0-50% EtOAc in heptane to afford (2-chloro-pyridin-3-yl)-c... Reactants: O=C([O-])[O-], CC#N, O=[N+]([O-])c1ccccc1F, [K+], [K+], NC1CCCCC1. The product is O=[N+]([O-])c1ccccc1NC1CCCCC1. As a reaction SMILES: [C:18](=[O:19])([O-:20])[O-:21].[CH3:24][C:25]#[N:26].[F:1][c:2]1[c:3]([N+:8](=[O:9])[O-:10])[cH:4][cH:5][cH:6][cH:7]1.[K+:22].[K+:23].[NH2:11][CH:12]1[CH2:13][CH2:14][CH2:15][CH2:16][CH2:17]1>>[c:2]1([NH:11][CH:12]2[CH2:13][CH2:14][CH2:15][CH2:16][CH2:17]2)[c:3]([N+:8](=[O:9])[O-:10])[cH:4][cH:5][cH:6][cH:7]1. Reactants: Cl.C(C)(=O)OCC (hydrochloric acid ethyl acetate), [OH-].[Na+] (sodium hydroxide), ClC1=C(C=CC(=C1)Cl)C1=CC=CC=2N1N=C(C2NC(OC(C)(C)C)=O)CC (tert-butyl N-[7-(2,4-dichlorophenyl)-2-ethylpyrazolo[1,5-a]pyridin-3-yl]carbamate), [H-].[Na+] (sodium hydride), COCCBr (2-bromoethyl methyl ether). Solvent: O (Water), C(C)(=O)OCC (ethyl acetate), C(C)(=O)OCC (ethyl acetate), CN(C=O)C (N,N-dimethylformamide). Run at time 1 hour. Product: ClC1=C(C=CC(=C1)Cl)C1=CC=CC=2N1N=C(C2NCCOC)CC (N-[7-(2,4-Dichlorophenyl)-2-ethylpyrazolo[1,5-a]pyridin-3-yl]-N-(2-methoxyethyl)amine). Reaction SMILES: [Cl:1][C:2]1[CH:7]=[C:6]([Cl:8])[CH:5]=[CH:4][C:3]=1[C:9]1[N:14]2[N:15]=[C:16]([CH2:26][CH3:27])[C:17]([NH:18]C(=O)OC(C)(C)C)=[C:13]2[CH:12]=[CH:11][CH:10]=1.[H-].[Na+].[CH3:30][O:31][CH2:32][CH2:33]Br.Cl.C(OCC)(=O)C.[OH-].[Na+]>CN(C)C=O.C(OCC)(=O)C.O>[Cl:1][C:2]1[CH:7]=[C:6]([Cl:8])[CH:5]=[CH:4][C:3]=1[C:9]1[N:14]2[N:15]=[C:16]([CH2:26][CH3:27])[C:17]([NH:18][CH2:33][CH2:32][O:31][CH3:30])=[C:13]2[CH:12]=[CH:11][CH:10]=1 |f:1.2,4.5,6.7|. Procedure: After dissolving tert-butyl N-[7-(2,4-dichlorophenyl)-2-ethylpyrazolo[1,5-a]pyridin-3-yl]carbamate (57 mg) in N,N-dimethylformamide (2 mL), sodium hydride (60%, 7.3 mg) was added while cooling on ice, and then 2-bromoethyl methyl ether (0.015 mL) was added and the mixture was stirred for 1 hour. Water was added to the reaction mixture, extraction was performed with ethyl acetate and the extract was washed with brine. The obtained organic layer was dried over anhydrous magnesium sulfate and filte... Starting materials: FC(C=1C=C(C=NC1)C(CN1C2=C(C=3C=C(C=CC13)C)CN(CC2)C)O)(F)F (1-(5-(Trifluoromethyl)pyridin-3-yl)-2-(1,2,3,4-tetrahydro-2,8-dimethylpyrido[4,3-b]indol-5-yl)ethanol), S(O)(O)(=O)=O (sulfuric acid), [OH-].[K+] (KOH). Reaction conditions: temperature 5 celsius. Product: FC(C=1C=C(C=NC1)/C=C/N1C2=C(C=3C=C(C=CC13)C)CN(CC2)C)(F)F (5-((E)-2-(5-(trifluoromethyl)pyridin-3-yl)vinyl)-2,3,4,5-tetrahydro-2,8-dimethyl-1H-pyrido[4,3-b]indole). As a reaction SMILES: [F:1][C:2]([F:28])([F:27])[C:3]1[CH:4]=[C:5]([CH:9](O)[CH2:10][N:11]2[C:19]3[CH:18]=[CH:17][C:16]([CH3:20])=[CH:15][C:14]=3[C:13]3[CH2:21][N:22]([CH3:25])[CH2:23][CH2:24][C:12]2=3)[CH:6]=[N:7][CH:8]=1.S(=O)(=O)(O)O.[OH-].[K+]>>[F:27][C:2]([F:1])([F:28])[C:3]1[CH:4]=[C:5](/[CH:9]=[CH:10]/[N:11]2[C:19]3[CH:18]=[CH:17][C:16]([CH3:20])=[CH:15][C:14]=3[C:13]3[CH2:21][N:22]([CH3:25])[CH2:23][CH2:24][C:12]2=3)[CH:6]=[N:7][CH:8]=1 |f:2.3|. Reported procedure: 1-(5-(Trifluoromethyl)pyridin-3-yl)-2-(1,2,3,4-tetrahydro-2,8-dimethylpyrido[4,3-b]indol-5-yl)ethanol (1 equiv.) is refluxed with 25% sulfuric acid for 2 h. The reaction mixture is cooled to 5° C. with an ice-water bath. KOH (15% aq. solution) is added dropwise to the reaction mixture until pH 9-10 is achieved. The reaction mixture is extracted with EtOAc. The combined organic layers are washed with water followed by brine, dried over sodium sulfate and evaporated under vacuum. The crude product... Reactants: N[C@H]1CC2=C(C=CC(=C2CC1)COC)N1CCN(CC1)C ((R)-2-amino-5-methoxymethyl-8-(4-methylpiperazin-1-yl)-1,2,3,4-tetrahydronaphthalene), O1CCN(CC1)C1=CC=C(C(=O)O)C=C1 (4-Morpholinobenzoic acid), C(=O)(N1C=NC=C1)N1C=NC=C1 (1,1′-carbonyldiimidazole). Solvent: CN(C=O)C (N,N-dimethylformamide), CN(C=O)C (N,N-dimethyl-formamide). Conditions: temperature 75 celsius, time 1.5 hour. The product is N (NH3), COCC1=C2CC[C@H](CC2=C(C=C1)N1CCN(CC1)C)NC(C1=CC=C(C=C1)N1CCOCC1)=O ((R)-N-[5-Methoxymethyl-8-(4-methylpiperazin-1-yl)-1,2,3,4-tetrahydro-2-naphthyl]-4-morpholinobenzamide). The yield is 152.7%. RXN SMILES: [O:1]1[CH2:6][CH2:5][N:4]([C:7]2[CH:15]=[CH:14][C:10]([C:11]([OH:13])=O)=[CH:9][CH:8]=2)[CH2:3][CH2:2]1.C(N1C=CN=C1)(N1C=CN=C1)=O.[NH2:28][C@@H:29]1[CH2:38][CH2:37][C:36]2[C:31](=[C:32]([N:42]3[CH2:47][CH2:46][N:45]([CH3:48])[CH2:44][CH2:43]3)[CH:33]=[CH:34][C:35]=2[CH2:39][O:40][CH3:41])[CH2:30]1>CN(C)C=O>[NH3:4].[CH3:41][O:40][CH2:39][C:35]1[CH:34]=[CH:33][C:32]([N:42]2[CH2:43][CH2:44][N:45]([CH3:48])[CH2:46][CH2:47]2)=[C:31]2[C:36]=1[CH2:37][CH2:38][C@@H:29]([NH:28][C:11](=[O:13])[C:10]1[CH:9]=[CH:8][C:7]([N:4]3[CH2:3][CH2:2][O:1][CH2:6][CH2:5]3)=[CH:15][CH:14]=1)[CH2:30]2. Procedure details: 4-Morpholinobenzoic acid (54 mg, 0.26 mmol) was dissolved in dry N,N-dimethyl-formamide (1 mL) and 1,1′-carbonyldiimidazole was added. The reaction mixture was stirred at 75° C. for 1.5 h and cooled to room temperature. A solution of (R)-2-amino-5-methoxymethyl-8-(4-methylpiperazin-1-yl)-1,2,3,4-tetrahydronaphthalene (72 mg, 0.25 mmol) in dry N,N-dimethylformamide (3 mL) was added. The reaction mixture was stirred at room temperature for 15 h. The solvent was evaporated giving 160 mg of a crude ... Reactants: ClC1=NC(=C2NC=NC2=N1)Cl (2,6-dichloro-purine), FC(C=1C=C(N)C=CC1)(F)F (3-trifluoromethyl-aniline), C(C)(=O)OCC (ethyl acetate). Run in C(CCC)O (n-butanol), CN(C)C=O (DMF). Run at temperature 40 celsius, time 60 minute. Product: ClC1=NC(=C2NC=NC2=N1)NC1=CC(=CC=C1)C(F)(F)F (2-chloro-6-(3-trifluoromethyl-phenyl-amino)-purine). As a reaction SMILES: [Cl:1][C:2]1[N:10]=[C:9]2[C:5]([NH:6][CH:7]=[N:8]2)=[C:4](Cl)[N:3]=1.[F:12][C:13]([F:22])([F:21])[C:14]1[CH:15]=[C:16]([CH:18]=[CH:19][CH:20]=1)[NH2:17].C(OCC)(=O)C>C(O)CCC.CN(C=O)C>[Cl:1][C:2]1[N:10]=[C:9]2[C:5]([NH:6][CH:7]=[N:8]2)=[C:4]([NH:17][C:16]2[CH:18]=[CH:19][CH:20]=[C:14]([C:13]([F:12])([F:21])[F:22])[CH:15]=2)[N:3]=1. Reported procedure: 1.9 g (10 mmol) of 2,6-dichloro-purine and 8.05 g (50 mmol) of 3-trifluoromethyl-aniline (Fluka, Buchs, Switzerland) in 60 ml of n-butanol and 3 ml of DMF are stirred at 60° C. for 6 h. 50 ml of ethyl acetate are added to the cooled reaction solution and the precipitate is filtered off and further stirred in 40 ml of isopropanol at 40° C. for 60 min. After filtration with suction and drying, 2-chloro-6-(3-trifluoromethyl-phenyl-amino)-purine is obtained; m.p. 248–250° C.; FAB-MS: (M+H)+=314; Rf=...